This data is from the Open Reaction Database (ORD), a public repository of structured organic reaction records. The task is: describe an organic reaction: reactants, conditions, products, and yield Starting materials: C[Si](CCOCN1N=NN=C1CC(=O)OCN1C([C@@](C2=CC=C(C=C12)C(F)(F)F)(F)C1=C(C=CC(=C1)Cl)OC)=O)(C)C ((S)-(3-(5-chloro-2-methoxyphenyl)-3-fluoro-2-oxo-6-(trifluoromethyl)indolin-1-yl)methyl 2-(1-((2-(trimethylsilyl)ethoxy)methyl)-1H-tetrazol-5-yl)acetate), ( M ). The solvent is CC#N (CH3CN), O (H2O). The product is N1N=NN=C1CC(=O)OCN1C([C@@](C2=CC=C(C=C12)C(F)(F)F)(F)C1=C(C=CC(=C1)Cl)OC)=O ((S)-(3-(5-chloro-2-methoxyphenyl)-3-fluoro-2-oxo-6-(trifluoromethyl)indolin-1-yl)methyl 2-(1H-tetrazol-5-yl)acetate). Reaction SMILES: C[Si](C)(C)CCOC[N:7]1[C:11]([CH2:12][C:13]([O:15][CH2:16][N:17]2[C:25]3[C:20](=[CH:21][CH:22]=[C:23]([C:26]([F:29])([F:28])[F:27])[CH:24]=3)[C@@:19]([C:31]3[CH:36]=[C:35]([Cl:37])[CH:34]=[CH:33][C:32]=3[O:38][CH3:39])([F:30])[C:18]2=[O:40])=[O:14])=[N:10][N:9]=[N:8]1>CC#N.O>[NH:10]1[C:11]([CH2:12][C:13]([O:15][CH2:16][N:17]2[C:25]3[C:20](=[CH:21][CH:22]=[C:23]([C:26]([F:27])([F:28])[F:29])[CH:24]=3)[C@@:19]([C:31]3[CH:36]=[C:35]([Cl:37])[CH:34]=[CH:33][C:32]=3[O:38][CH3:39])([F:30])[C:18]2=[O:40])=[O:14])=[N:7][N:8]=[N:9]1. Procedure details: (S)-(3-(5-chloro-2-methoxyphenyl)-3-fluoro-2-oxo-6-(trifluoromethyl)indolin-1-yl)methyl 2-(1-((2-(trimethylsilyl)ethoxy)methyl)-1H-tetrazol-5-yl)acetate (XIII1; n=1) (0.24 g, 0.38 mmol) was dissolved in CH3CN (20 mL), treated with aqueous HF (1 mL, 48% in H2O), and stirred at rt. until the starting material was completely consumed (as judged by HPLC). The mixture was neutralized with aqueous NaHCO3, and the CH3CN removed under reduced pressure. The aqueous layer was extracted with EtOAc, and the...